Dataset: the Open Reaction Database (ORD), a public repository of structured organic reaction records. Task: describe an organic reaction: reactants, conditions, products, and yield Starting materials: C1(CCCC1)NCCO (N-cyclopentyl-N-(2-hydroxyethyl)amine), O=S(Cl)Cl (SOCl2). The product is C1(CCCC1)NCCCl (N-cyclopentyl-N-(2-chloroethyl)amine). Reaction SMILES: [CH:1]1([NH:6][CH2:7][CH2:8]O)[CH2:5][CH2:4][CH2:3][CH2:2]1.O=S(Cl)[Cl:12]>>[CH:1]1([NH:6][CH2:7][CH2:8][Cl:12])[CH2:5][CH2:4][CH2:3][CH2:2]1. Reported procedure: 2-Hydroxyethylamine and cyclopentanone were reacted according to Method B4b, Step 1 to afford 4-aza-1-oxaspiro[4.4]nonane. The oxazolidine was reduced according to method B4b, Step 2 to afford N-cyclopentyl-N-(2-hydroxyethyl)amine. The alcohol was reacted with SOCl2 according to Method B7c to afford N-cyclopentyl-N-(2-chloroethyl)amine. The amine was reacted with 2-methyl-4-nitrophenyl isothiocyanate according to Method C1d to afford 2-(2-methyl-4-nitrophenylimino)-3-(cyclopentyl)-1,3-thiazolidi...